This data is from the Open Reaction Database (ORD), a public repository of structured organic reaction records. The task is: describe an organic reaction: reactants, conditions, products, and yield Reactants: Cc1c(Br)cc(O)cc1Br, CC(C)(C)[O-], Cc1ccccc1, CC(C)(C)OC(=O)N1CCNCC1, [Na+], O=C(C=Cc1ccccc1)C=Cc1ccccc1, O=C(C=Cc1ccccc1)C=Cc1ccccc1, O=C(C=Cc1ccccc1)C=Cc1ccccc1, [Pd], [Pd], c1ccc(P(c2ccccc2)c2ccc3ccccc3c2-c2c(P(c3ccccc3)c3ccccc3)ccc3ccccc23)cc1. Product: Cc1c(Br)cc(O)cc1N1CCN(C(=O)OC(C)(C)C)CC1. As a reaction SMILES: [Br:1][c:2]1[cH:3][c:4]([OH:10])[cH:5][c:6]([Br:9])[c:7]1[CH3:8].[CH3:24][C:25]([CH3:26])([O-:27])[CH3:28].[CH3:76][c:77]1[cH:78][cH:79][cH:80][cH:81][cH:82]1.[N:11]1([C:17](=[O:18])[O:19][C:20]([CH3:21])([CH3:22])[CH3:23])[CH2:12][CH2:13][NH:14][CH2:15][CH2:16]1.[Na+:29].[O:103]=[C:104]([CH:105]=[CH:106][c:107]1[cH:108][cH:109][cH:110][cH:111][cH:112]1)[CH:113]=[CH:114][c:115]1[cH:116][cH:117][cH:118][cH:119][cH:120]1.[O:121]=[C:122]([CH:123]=[CH:124][c:125]1[cH:126][cH:127][cH:128][cH:129][cH:130]1)[CH:131]=[CH:132][c:133]1[cH:134][cH:135][cH:136][cH:137][cH:138]1.[O:85]=[C:86]([CH:87]=[CH:88][c:89]1[cH:90][cH:91][cH:92][cH:93][cH:94]1)[CH:95]=[CH:96][c:97]1[cH:98][cH:99][cH:100][cH:101][cH:102]1.[Pd:83].[Pd:84].[cH:30]1[cH:31][cH:32][c:33]([P:34]([c:35]2[cH:36][cH:37][c:38]3[c:39]([cH:40][cH:41][cH:42][cH:43]3)[c:44]2-[c:45]2[c:46]3[c:47]([cH:48][cH:49][cH:50][cH:51]3)[cH:52][cH:53][c:54]2[P:55]([c:56]2[cH:57][cH:58][cH:59][cH:60][cH:61]2)[c:62]2[cH:63][cH:64][cH:65][cH:66][cH:67]2)[c:68]2[cH:69][cH:70][cH:71][cH:72][cH:73]2)[cH:74][cH:75]1>>[c:2]1([N:14]2[CH2:13][CH2:12][N:11]([C:17](=[O:18])[O:19][C:20]([CH3:21])([CH3:22])[CH3:23])[CH2:16][CH2:15]2)[cH:3][c:4]([OH:10])[cH:5][c:6]([Br:9])[c:7]1[CH3:8]. Reactants: O=C([O-])O, Cc1ccccc1, COc1ccc(C(=O)CCCCCl)cc1, [I-], [K+], [K+], O, OC(c1ccccc1)(c1ccccc1)C1CCNCC1. The product is Cl, COc1ccc(C(=O)CCCCN2CCC(C(O)(c3ccccc3)c3ccccc3)CC2)cc1. Reaction SMILES: [C:36](=[O:37])([OH:38])[O-:39].[CH3:43][c:44]1[cH:45][cH:46][cH:47][cH:48][cH:49]1.[Cl:21][CH2:22][CH2:23][CH2:24][CH2:25][C:26](=[O:27])[c:28]1[cH:29][cH:30][c:31]([O:34][CH3:35])[cH:32][cH:33]1.[I-:42].[K+:40].[K+:41].[OH2:50].[c:1]1([C:7]([OH:8])([CH:9]2[CH2:10][CH2:11][NH:12][CH2:13][CH2:14]2)[c:15]2[cH:16][cH:17][cH:18][cH:19][cH:20]2)[cH:2][cH:3][cH:4][cH:5][cH:6]1>>[ClH:21].[c:1]1([C:7]([OH:8])([CH:9]2[CH2:10][CH2:11][N:12]([CH2:22][CH2:23][CH2:24][CH2:25][C:26](=[O:27])[c:28]3[cH:29][cH:30][c:31]([O:34][CH3:35])[cH:32][cH:33]3)[CH2:13][CH2:14]2)[c:15]2[cH:16][cH:17][cH:18][cH:19][cH:20]2)[cH:2][cH:3][cH:4][cH:5][cH:6]1. The reactants are COC(=O)OC, CC(=O)CCC=C(C)C, [H-], [Na+]. The product is COC(=O)CC(=O)CCC=C(C)C. RXN SMILES: [CH3:10][O:11][C:12](=[O:13])[O:14][CH3:15].[CH3:1][C:2](=[CH:3][CH2:4][CH2:5][C:6]([CH3:7])=[O:8])[CH3:9].[H-:16].[Na+:17]>>[CH3:1][C:2](=[CH:3][CH2:4][CH2:5][C:6]([CH2:7][C:12]([O:11][CH3:10])=[O:13])=[O:8])[CH3:9]. Reactants: C(C1=CC=CC=C1)OC(=O)N[C@H]1[C@H]2OCCN2C1=O ((5R,6S)-6-benzyloxycarbonylamino-4-oxa-1-azabicyclo[3,2,0]heptan-7-one), [H][H] (hydrogen). The reagents and catalysts are [Pd] (palladium on activated carbon). Solvent: C(C)(=O)OCC (ethyl acetate). The product is N[C@H]1[C@H]2OCCN2C1=O ((5R,6S)-6-amino-4-oxa-1-azabicyclo[3,2,0]heptan-7-one). Reaction SMILES: C(OC([NH:11][C@@H:12]1[C:18](=[O:19])[N:17]2[C@@H:13]1[O:14][CH2:15][CH2:16]2)=O)C1C=CC=CC=1.[H][H]>[Pd].C(OCC)(=O)C>[NH2:11][C@@H:12]1[C:18](=[O:19])[N:17]2[C@@H:13]1[O:14][CH2:15][CH2:16]2. Reported procedure: (5R,6S)-6-benzyloxycarbonylamino-4-oxa-1-azabicyclo[3,2,0]heptan-7-one (950 mg, 3.624 mmole) was hydrogenated with 3 g of 10% palladium on activated carbon in ethyl acetate (80 ml) at 50 psi hydrogen pressure at room temperature for 6 hrs. after removal of catalyst by filtration, deprotected (5R,6S)-6-amino-4-oxa-1-azabicyclo[3,2,0]heptan-7-one in ethyl acetate was obtained. The reactants are COC=1C=C(CNC(C2=C(C=CC(=C2)[N+](=O)[O-])NC(CO)CO)=O)C=CC1OC (N-(3,4-dimethoxybenzyl)-2-[2-hydroxy-1-(hydroxymethyl)ethylamino]-5-nitrobenzamide), ClC(Cl)(OC(OC(Cl)(Cl)Cl)=O)Cl (triphosgene). Solvent: C(C)(=O)OCC (ethyl acetate), ClCCl (dichloromethane), N1=CC=CC=C1 (pyridine). Product: COC=1C=C(CNC(C2=C(C=CC(=C2)[N+](=O)[O-])NC2COC(OC2)=O)=O)C=CC1OC (N-(3,4-dimethoxybenzyl)-5-nitro-2-(2-oxo-1,3-dioxan-5-ylamino)benzamide). Yield: 180.7%. Reaction SMILES: [CH3:1][O:2][C:3]1[CH:4]=[C:5]([CH:25]=[CH:26][C:27]=1[O:28][CH3:29])[CH2:6][NH:7][C:8](=[O:24])[C:9]1[CH:14]=[C:13]([N+:15]([O-:17])=[O:16])[CH:12]=[CH:11][C:10]=1[NH:18][CH:19]([CH2:22][OH:23])[CH2:20][OH:21].Cl[C:31](Cl)([O:33]C(=O)OC(Cl)(Cl)Cl)Cl>ClCCl.N1C=CC=CC=1.C(OCC)(=O)C>[CH3:1][O:2][C:3]1[CH:4]=[C:5]([CH:25]=[CH:26][C:27]=1[O:28][CH3:29])[CH2:6][NH:7][C:8](=[O:24])[C:9]1[CH:14]=[C:13]([N+:15]([O-:17])=[O:16])[CH:12]=[CH:11][C:10]=1[NH:18][CH:19]1[CH2:22][O:23][C:31](=[O:33])[O:21][CH2:20]1. Reported procedure: To a solution of N-(3,4-dimethoxybenzyl)-2-[2-hydroxy-1-(hydroxymethyl)ethylamino]-5-nitrobenzamide (134 mg) in a mixture of dichloromethane (1 mL) and pyridine (1 mL) was added triphosgene (49.1 mg) at −78° C. Then, the resulting mixture was stirred for an hour at ambient temperature. The mixture was diluted with ethyl acetate and washed successively with diluted ammonium chloride, water and brine. The organic layer was dried over sodium sulfate and evaporated in vacuo. The residue was subjecte... Reactants: N#Cc1cc([N+](=O)[O-])c(Cl)c([N+](=O)[O-])c1, Nc1ccccc1, CN(C)C=O. Yields the product N#Cc1cc([N+](=O)[O-])c(Nc2ccccc2)c([N+](=O)[O-])c1. As a reaction SMILES: [Cl:1][c:2]1[c:3]([N+:13](=[O:14])[O-:15])[cH:4][c:5]([C:6]#[N:7])[cH:8][c:9]1[N+:10](=[O:11])[O-:12].[NH2:16][c:17]1[cH:18][cH:19][cH:20][cH:21][cH:22]1.[O:23]=[CH:24][N:25]([CH3:26])[CH3:27]>>[c:2]1([NH:16][c:17]2[cH:18][cH:19][cH:20][cH:21][cH:22]2)[c:3]([N+:13](=[O:14])[O-:15])[cH:4][c:5]([C:6]#[N:7])[cH:8][c:9]1[N+:10](=[O:11])[O-:12]. Reactants: BrC=1C(N(C2=CC=CC=C2N1)CC)=O (3-bromo-1-ethyl-quinoxalin-2(1H)-one), ClC1=CC=C(C=C1)B(O)O (4-chlorophenylboronic acid), C([O-])([O-])=O.[Na+].[Na+] (sodium carbonate), O (Water). Reagents/catalysts: C1=CC=C(C=C1)P(C2=CC=CC=C2)C3=CC=CC=C3.C1=CC=C(C=C1)P(C2=CC=CC=C2)C3=CC=CC=C3.Cl[Pd]Cl (bis(triphenylphosphine)palladium (II) chloride). The solvent is CN(C=O)C (dimethylformamide). Run at temperature 90 celsius, time 30 minute. Yields the product ClC1=CC=C(C=C1)C=1C(N(C2=CC=CC=C2N1)CC)=O (3(4-chlorophenyl)-1-ethyl-quinoxalin-2(1H)-one). The yield is 59.0%. RXN SMILES: Br[C:2]1[C:3](=[O:14])[N:4]([CH2:12][CH3:13])[C:5]2[C:10]([N:11]=1)=[CH:9][CH:8]=[CH:7][CH:6]=2.[Cl:15][C:16]1[CH:21]=[CH:20][C:19](B(O)O)=[CH:18][CH:17]=1.C(=O)([O-])[O-].[Na+].[Na+].O>CN(C)C=O.C1C=CC(P(C2C=CC=CC=2)C2C=CC=CC=2)=CC=1.C1C=CC(P(C2C=CC=CC=2)C2C=CC=CC=2)=CC=1.Cl[Pd]Cl>[Cl:15][C:16]1[CH:21]=[CH:20][C:19]([C:2]2[C:3](=[O:14])[N:4]([CH2:12][CH3:13])[C:5]3[C:10]([N:11]=2)=[CH:9][CH:8]=[CH:7][CH:6]=3)=[CH:18][CH:17]=1 |f:2.3.4,7.8.9|. Reported procedure: To 200 mg (0.79 mM) of 3-bromo-1-ethyl-quinoxalin-2(1H)-one and 27.7 mg (0.04 mM) of bis(triphenylphosphine)palladium (II) chloride in 1 ml of dimethylformamide were added under nitrogen 185.3 mg (1,185 mM) of 4-chlorophenylboronic acid and 0.8 ml (1.6 mM) of a 2M sodium carbonate aqueous solution. The reaction mixture was heated to 90° C. and stirred for 30 min under nitrogen atmosphere. Water was added and the mixture was extracted with ethyl acetate. The organic phase was separated, dried ove...